Dataset: the Open Reaction Database (ORD), a public repository of structured organic reaction records. Task: describe an organic reaction: reactants, conditions, products, and yield The reactants are CCC12CCC(=O)C=C1c1c(cc(OCC(=O)OC(C)(C)C)c(Cl)c1Cl)C2, Cc1ccc(S(=O)(=O)O)cc1, c1ccccc1. The product is CCC12CCC(=O)C=C1c1c(cc(OCC(=O)O)c(Cl)c1Cl)C2. RXN SMILES: [Cl:1][c:2]1[c:3]2[c:11]([cH:12][c:13]([O:16][CH2:17][C:18](=[O:19])[O:20][C:21]([CH3:22])([CH3:23])[CH3:24])[c:14]1[Cl:15])[CH2:10][C:9]1([CH2:25][CH3:26])[C:4]2=[CH:5][C:6](=[O:27])[CH2:7][CH2:8]1.[c:28]1([CH3:29])[cH:30][cH:31][c:32]([S:33]([OH:34])(=[O:35])=[O:36])[cH:37][cH:38]1.[cH:39]1[cH:40][cH:41][cH:42][cH:43][cH:44]1>>[Cl:1][c:2]1[c:3]2[c:11]([cH:12][c:13]([O:16][CH2:17][C:18](=[O:19])[OH:20])[c:14]1[Cl:15])[CH2:10][C:9]1([CH2:25][CH3:26])[C:4]2=[CH:5][C:6](=[O:27])[CH2:7][CH2:8]1. The reactants are BrC1=NC=C(C2=C1SC(=N2)C2=C(C=CC=C2F)Cl)F (4-bromo-2-(2-chloro-6-fluorophenyl)-7-fluorothiazolo[5,4-c]pyridine), C(C)(C)(C)OC(N)=O (carbamic acid tert-butyl ester), CC1(C2=C(C(=CC=C2)P(C3=CC=CC=C3)C4=CC=CC=C4)OC5=C(C=CC=C51)P(C6=CC=CC=C6)C7=CC=CC=C7)C (XantPhos), [O-]P(=O)([O-])[O-].[K+].[K+].[K+] (K3PO4). The reagents and catalysts are C=1C=CC(=CC1)/C=C/C(=O)/C=C/C2=CC=CC=C2.C=1C=CC(=CC1)/C=C/C(=O)/C=C/C2=CC=CC=C2.C=1C=CC(=CC1)/C=C/C(=O)/C=C/C2=CC=CC=C2.[Pd].[Pd] (Pd2(dba)3). Run in C1(=CC=CC=C1)C (toluene), O (water). Conditions: temperature 70 celsius. Yields the product C(C)(C)(C)OC(NC1=NC=C(C2=C1SC(=N2)C2=C(C=CC=C2F)Cl)F)=O ([2-(2-Chloro-6-fluorophenyl)-7-fluorothiazolo[5,4-c]pyridin-4-yl]-carbamic acid tert-butyl ester). Isolated yield 72.1%. As a reaction SMILES: Br[C:2]1[C:7]2[S:8][C:9]([C:11]3[C:16]([F:17])=[CH:15][CH:14]=[CH:13][C:12]=3[Cl:18])=[N:10][C:6]=2[C:5]([F:19])=[CH:4][N:3]=1.[C:20]([O:24][C:25](=[O:27])[NH2:26])([CH3:23])([CH3:22])[CH3:21].CC1(C)C2C(=C(P(C3C=CC=CC=3)C3C=CC=CC=3)C=CC=2)OC2C(P(C3C=CC=CC=3)C3C=CC=CC=3)=CC=CC1=2.[O-]P([O-])([O-])=O.[K+].[K+].[K+]>C1(C)C=CC=CC=1.O.C1C=CC(/C=C/C(/C=C/C2C=CC=CC=2)=O)=CC=1.C1C=CC(/C=C/C(/C=C/C2C=CC=CC=2)=O)=CC=1.C1C=CC(/C=C/C(/C=C/C2C=CC=CC=2)=O)=CC=1.[Pd].[Pd]>[C:20]([O:24][C:25](=[O:27])[NH:26][C:2]1[C:7]2[S:8][C:9]([C:11]3[C:16]([F:17])=[CH:15][CH:14]=[CH:13][C:12]=3[Cl:18])=[N:10][C:6]=2[C:5]([F:19])=[CH:4][N:3]=1)([CH3:23])([CH3:22])[CH3:21] |f:3.4.5.6,9.10.11.12.13|. Procedure details: A mixture of 4-bromo-2-(2-chloro-6-fluorophenyl)-7-fluorothiazolo[5,4-c]pyridine (0.440 g, 1.22 mmol), carbamic acid tert-butyl ester (0.714 g, 6.1 mmol), XantPhos (0.071 g, 0.122 mmol) and K3PO4 (0.530 g, 2.5 mmol) in toluene (8 mL) and water (1.2 mL) was degassed with a stream of argon. Pd2(dba)3 (0.056 g, 0.061 mmol) was added and the reaction mixture was heated in a sealed vial at 70° C. for 3 hours. After cooling to room temperature, the crude mixture was filtered through Celite® washing wi...